The task is: describe an organic reaction: reactants, conditions, products, and yield. This data is from the Open Reaction Database (ORD), a public repository of structured organic reaction records. Starting materials: Cl (HCl), [H-].[Na+] (NaH), ClC1=C(C=CC=C1Cl)S(=O)(=O)N(CCN1C(NCC1)=O)C (2,3-dichloro-N-methyl-N-[2-(2-oxoimidazolidin-1-yl)ethyl]benzenesulphonamide), BrCCC1=CC=C(C#N)C=C1 (4-(2-bromoethyl)benzonitrile). Solvent: O (water), CN(C=O)C (dimethylformamide). Reaction conditions: time 10 minute. Product: ClC1=C(C=CC=C1Cl)S(=O)(=O)N(C)CCN1C(N(CC1)CCC1=CC=C(C=C1)C#N)=O (2,3-Dichloro-N-(2-{3-[2-(4-cyanophenyl)ethyl]-2-oxoimidazolidin-1-yl}ethyl)-N-methylbenzenesulphonamide). Reaction SMILES: [H-].[Na+].[Cl:3][C:4]1[C:9]([Cl:10])=[CH:8][CH:7]=[CH:6][C:5]=1[S:11]([N:14]([CH3:23])[CH2:15][CH2:16][N:17]1[CH2:21][CH2:20][NH:19][C:18]1=[O:22])(=[O:13])=[O:12].Br[CH2:25][CH2:26][C:27]1[CH:34]=[CH:33][C:30]([C:31]#[N:32])=[CH:29][CH:28]=1.Cl>CN(C)C=O.O>[Cl:3][C:4]1[C:9]([Cl:10])=[CH:8][CH:7]=[CH:6][C:5]=1[S:11]([N:14]([CH2:15][CH2:16][N:17]1[CH2:21][CH2:20][N:19]([CH2:25][CH2:26][C:27]2[CH:34]=[CH:33][C:30]([C:31]#[N:32])=[CH:29][CH:28]=2)[C:18]1=[O:22])[CH3:23])(=[O:13])=[O:12] |f:0.1|. Procedure details: 34 mg (0.84 mmol) of NaH (60%) were added to a solution of 290 mg (0.82 mmol) of 2,3-dichloro-N-methyl-N-[2-(2-oxoimidazolidin-1-yl)ethyl]benzenesulphonamide in 10 ml of dimethylformamide, and the mixture was stirred at room temperature for 10 minutes. 177 mg (0.84 mmol) of 4-(2-bromoethyl)benzonitrile were then added. The reaction mixture was stirred at 50° C. overnight. The mixture was then poured into water, 1 N HCl was added and the mixture was extracted with ethyl acetate. The combined orga... The reactants are C(C)(C)N1CCC(CC1)OC1=CN=C2N3CCNC(C3=CC2=C1)=O (7-(1-Isopropyl-piperidin-4-yloxy)-3,4-dihydro-2H-2,4a,5-triaza-fluoren-1-one), COCCBr (2-bromoethyl methyl ether), [H-].[Na+] (sodium hydride). The product is C(C)(C)N1CCC(CC1)OC1=CN=C2N3CCN(C(C3=CC2=C1)=O)CCOC (7-(1-Isopropyl-piperidin-4-yloxy)-2-(2-methoxy-ethyl)-3,4-dihydro-2H-2,4a,5-triaza-fluoren-1-one). The yield is 72.0%. RXN SMILES: [CH:1]([N:4]1[CH2:9][CH2:8][CH:7]([O:10][C:11]2[CH:23]=[C:22]3[C:14]([N:15]4[C:20](=[CH:21]3)[C:19](=[O:24])[NH:18][CH2:17][CH2:16]4)=[N:13][CH:12]=2)[CH2:6][CH2:5]1)([CH3:3])[CH3:2].[CH3:25][O:26][CH2:27][CH2:28]Br.[H-].[Na+]>>[CH:1]([N:4]1[CH2:5][CH2:6][CH:7]([O:10][C:11]2[CH:23]=[C:22]3[C:14]([N:15]4[C:20](=[CH:21]3)[C:19](=[O:24])[N:18]([CH2:28][CH2:27][O:26][CH3:25])[CH2:17][CH2:16]4)=[N:13][CH:12]=2)[CH2:8][CH2:9]1)([CH3:3])[CH3:2] |f:2.3|. Procedure: The title compound was synthesized in analogy to example 17, from 7-(1-isopropyl-piperidin-4-yloxy)-3,4-dihydro-2H-2,4a,5-triaza-fluoren-1-one (example 84), 2-bromoethyl methyl ether and sodium hydride, to give the desired product as a colorless oil (72%).